This data is from the Open Reaction Database (ORD), a public repository of structured organic reaction records. The task is: describe an organic reaction: reactants, conditions, products, and yield Reactants: COC(NC1CNC2=CC=CC=C2C1)=O ((1,2,3,4-tetrahydro-quinolin-3(R,S)-yl)-carbamic acid methyl ester), C(C)(C)(C)OC(=O)N1C(OC[C@@H]1CC(CC(=O)O)(C)C)(C)C (4(S)-(3-carboxy-2,2-dimethyl-propyl)-2,2-dimethyl-oxazolidine-3-carboxylic acid tert-butyl ester), 4-N,N-dimethylaminopyridine, O=C1OCCN1P(=O)(N1C(OCC1)=O)Cl (bis(2-oxo-3-oxazolidinyl)phosphinic chloride), [OH-].[Na+] (NaOH). The solvent is C(Cl)Cl (methylene chloride), C(Cl)Cl (methylene chloride), C(C)N(CC)CC (triethylamine). Run at temperature 15 celsius, time 2 hour. Product: C(C)(C)(C)OC(=O)N1C(OC[C@@H]1CC(CC(=O)N1CC(CC2=CC=CC=C12)NC(=O)OC)(C)C)(C)C (4(S)-[4-(3(R,S)-Methoxycarbonylamino-3,4-dihydro-2H-quinolin-1-yl)-2,2-dimethyl-4-oxo-butyl]-2,2-dimethyl-oxazolidine-3-carboxylic acid tert-butyl ester), SiO2. Reaction SMILES: [C:1]([O:5][C:6]([N:8]1[C@@H:12]([CH2:13][C:14]([CH3:20])([CH3:19])[CH2:15][C:16](O)=[O:17])[CH2:11][O:10][C:9]1([CH3:22])[CH3:21])=[O:7])([CH3:4])([CH3:3])[CH3:2].O=C1N(P(Cl)(N2CCOC2=O)=O)CCO1.[CH3:38][O:39][C:40](=[O:52])[NH:41][CH:42]1[CH2:51][C:50]2[C:45](=[CH:46][CH:47]=[CH:48][CH:49]=2)[NH:44][CH2:43]1.[OH-].[Na+]>C(Cl)Cl.C(N(CC)CC)C>[C:1]([O:5][C:6]([N:8]1[C@@H:12]([CH2:13][C:14]([CH3:20])([CH3:19])[CH2:15][C:16]([N:44]2[C:45]3[C:50](=[CH:49][CH:48]=[CH:47][CH:46]=3)[CH2:51][CH:42]([NH:41][C:40]([O:39][CH3:38])=[O:52])[CH2:43]2)=[O:17])[CH2:11][O:10][C:9]1([CH3:22])[CH3:21])=[O:7])([CH3:4])([CH3:3])[CH3:2] |f:3.4|. Reported procedure: 8.88 ml of triethylamine are added to a solution of 6.67 g of 4(S)-(3-carboxy-2,2-dimethyl-propyl)-2,2-dimethyl-oxazolidine-3-carboxylic acid tert-butyl ester in 200 ml of methylene chloride under argon. The mixture is cooled to 15° C. and 5.54 g of bis(2-oxo-3-oxazolidinyl)phosphinic chloride are added. The mixture is stirred at room temperature for 2 hours. A solution of 4.36 g of (1,2,3,4-tetrahydro-quinolin-3(R,S)-yl)-carbamic acid methyl ester [177202-73-2] in 100 ml of methylene chloride i... Reactants: CCOC(N)=O, CCO, Nc1ccccc1, NC(N)=O, N, [Zn]. Product: CCOC(=O)Nc1ccccc1. RXN SMILES: [CH3:12][CH2:13][O:14][C:15]([NH2:16])=[O:17].[CH3:20][CH2:21][OH:22].[NH2:1][c:2]1[cH:3][cH:4][cH:5][cH:6][cH:7]1.[NH2:8][C:9](=[O:10])[NH2:11].[NH3:18].[Zn:19]>>[NH:1]([c:2]1[cH:3][cH:4][cH:5][cH:6][cH:7]1)[C:15]([O:14][CH2:13][CH3:12])=[O:17]. Reactants: CCOC(=O)NN, CC(=O)[O-], CN(C)C=O, [O-][Cl+3]([O-])([O-])[O-], C[N+](C)=Cc1cn(-c2ccccc2)nc1-c1ccc([N+](=O)[O-])o1, [Na+], O. Product: CCOC(=O)NN=Cc1cn(-c2ccccc2)nc1-c1ccc([N+](=O)[O-])o1. Reaction SMILES: [C:34]([NH:35][NH2:36])(=[O:37])[O:38][CH2:39][CH3:40].[CH3:30][C:31](=[O:32])[O-:33].[CH3:41][N:42]([CH3:43])[CH:44]=[O:45].[Cl+3:1]([O-:2])([O-:3])([O-:4])[O-:5].[N+:6](=[O:7])([O-:8])[c:9]1[cH:10][cH:11][c:12](-[c:14]2[n:15][n:16](-[c:23]3[cH:24][cH:25][cH:26][cH:27][cH:28]3)[cH:17][c:18]2[CH:19]=[N+:20]([CH3:21])[CH3:22])[o:13]1.[Na+:29].[OH2:46]>>[N+:6](=[O:7])([O-:8])[c:9]1[cH:10][cH:11][c:12](-[c:14]2[n:15][n:16](-[c:23]3[cH:24][cH:25][cH:26][cH:27][cH:28]3)[cH:17][c:18]2[CH:19]=[N:36][NH:35][C:34](=[O:37])[O:38][CH2:39][CH3:40])[o:13]1. Reactants: C1CCOC1, O=S(=O)(C=Cc1ccccc1)N1CCN(c2ccc(F)cc2)CC1, NO. Yields the product O=S(=O)(CC(NO)c1ccccc1)N1CCN(c2ccc(F)cc2)CC1. Reaction SMILES: [CH2:27]1[O:28][CH2:29][CH2:30][CH2:31]1.[F:1][c:2]1[cH:3][cH:4][c:5]([N:8]2[CH2:9][CH2:10][N:11]([S:14](=[O:15])(=[O:16])[CH:17]=[CH:18][c:19]3[cH:20][cH:21][cH:22][cH:23][cH:24]3)[CH2:12][CH2:13]2)[cH:6][cH:7]1.[NH2:25][OH:26]>>[F:1][c:2]1[cH:3][cH:4][c:5]([N:8]2[CH2:9][CH2:10][N:11]([S:14](=[O:15])(=[O:16])[CH2:17][CH:18]([c:19]3[cH:20][cH:21][cH:22][cH:23][cH:24]3)[NH:25][OH:26])[CH2:12][CH2:13]2)[cH:6][cH:7]1. The reactants are CC(C)(C)CN1CCC(CO)CC1, CS(C)=O, O=C(Cl)C(=O)Cl, ClCCl. The product is CC(C)(C)CN1CCC(C=O)CC1. As a reaction SMILES: [CH2:11]([C:12]([CH3:13])([CH3:14])[CH3:15])[N:16]1[CH2:17][CH2:18][CH:19]([CH2:22][OH:23])[CH2:20][CH2:21]1.[CH3:7][S:8]([CH3:9])=[O:10].[Cl:1][C:2]([C:3]([Cl:4])=[O:5])=[O:6].[Cl:24][CH2:25][Cl:26]>>[CH2:11]([C:12]([CH3:13])([CH3:14])[CH3:15])[N:16]1[CH2:17][CH2:18][CH:19]([CH:22]=[O:23])[CH2:20][CH2:21]1. Reactants: CN(C(=N)N[N+](=O)[O-])N=O (N-methyl-N'-nitro-N-nitrosoguanidine), CN(C(=N)N[N+](=O)[O-])N=O (N-methyl-N'-nitro-N-nitrosoguanidine), O (Water). Product: CN(C(=N)N[N+](=O)[O-])[N+](=O)[O-] (N-methyl-N'-nitro-N-nitroguanidine). Reaction SMILES: [CH3:1][N:2]([N:9]=[O:10])[C:3]([NH:5][N+:6]([O-:8])=[O:7])=[NH:4].[OH2:11]>>[CH3:1][N:2]([N+:9]([O-:11])=[O:10])[C:3]([NH:5][N+:6]([O-:8])=[O:7])=[NH:4]. Procedure details: About 25 mg of N-methyl-N'-nitro-N-nitrosoguanidine (Aldrich Chemie BDR) were added to a 10 ml tared graduated cylinder supplied with a glass stopper. Water was supplied so as to obtain a total volume of 10 ml, and the N-methyl-N'-nitro-N-nitrosoguanidine was dissolved therein by shaking. 10×1 ml of stock solution were obtained from this solution.